This data is from the Open Reaction Database (ORD), a public repository of structured organic reaction records. The task is: describe an organic reaction: reactants, conditions, products, and yield Reactants: CC(C)(C)OC(=O)N1CCC(Cc2ccccc2)(C(=O)c2ccc3c(c2)C(Br)(Br)C(=O)N3)C1, CC(=O)O, [Zn]. Product: CC(C)(C)OC(=O)N1CCC(Cc2ccccc2)(C(=O)c2ccc3c(c2)CC(=O)N3)C1. Reaction SMILES: [C:1]([CH3:2])([CH3:3])([CH3:4])[O:5][C:6](=[O:7])[N:8]1[CH2:9][C:10]([C:13](=[O:14])[c:15]2[cH:16][c:17]3[c:21]([cH:22][cH:23]2)[NH:20][C:19](=[O:24])[C:18]3([Br:25])[Br:26])([CH2:27][c:28]2[cH:29][cH:30][cH:31][cH:32][cH:33]2)[CH2:11][CH2:12]1.[CH3:34][C:35](=[O:36])[OH:37].[Zn:38]>>[C:1]([CH3:2])([CH3:3])([CH3:4])[O:5][C:6](=[O:7])[N:8]1[CH2:9][C:10]([C:13](=[O:14])[c:15]2[cH:16][c:17]3[c:21]([cH:22][cH:23]2)[NH:20][C:19](=[O:24])[CH2:18]3)([CH2:27][c:28]2[cH:29][cH:30][cH:31][cH:32][cH:33]2)[CH2:11][CH2:12]1. Starting materials: CC1=CN=CC2=CC=CC(=C12)N (4-methyl-5-aminoisoquinoline), N(=O)[O-].[Na+] (sodium nitrite), N (ammonia), O (water). The solvent is S(O)(O)(=O)=O (sulfuric acid). Product: CC1=CN=CC2=CC=CC(=C12)O (4-methyl-5-hydroxyisoquinoline). The yield is 63.9%. Reaction SMILES: [CH3:1][C:2]1[C:11]2[C:6](=[CH:7][CH:8]=[CH:9][C:10]=2N)[CH:5]=[N:4][CH:3]=1.N([O-])=[O:14].[Na+].O.N>S(=O)(=O)(O)O>[CH3:1][C:2]1[C:11]2[C:6](=[CH:7][CH:8]=[CH:9][C:10]=2[OH:14])[CH:5]=[N:4][CH:3]=1 |f:1.2|. Procedure details: A solution of 4-methyl-5-aminoisoquinoline (869 mg) in concentrated sulfuric acid (8 ml) was added with sodium nitrite (379 mg) with ice cooling and stirring and stirred for 0.5 hours. The reaction mixture was added with water (12 ml) and then stirred at 130° C. for 16 hours. The reaction mixture was neutralized with 28% aqueous ammonia solution and extracted with ethyl acetate, and the solvent was evaporated under reduced pressure. The residue was purified by silica gel column chromatography (c...